describe an organic reaction: reactants, conditions, products, and yield From a dataset of the Open Reaction Database (ORD), a public repository of structured organic reaction records. Reactants: C(=O)(OC(C)(C)C)N1[C@](C(=O)O)(C[C@H](C1)OCC1=CC=C(C=C1)Br)C ((2S,4R)-N-Boc-4-(4-Bromobenzyloxy)-2-methyl-proline), CO (MeOH), O=S(Cl)Cl (SOCl2), CO (MeOH). Conditions: temperature 20 celsius, time 8 hour. Yields the product COC([C@]1(NC[C@@H](C1)OCC1=CC=C(C=C1)Br)C)=O ((2S,4R)-4-(4-Bromobenzyloxy)-2-methyl-proline methyl ester). RXN SMILES: O=S(Cl)Cl.C([N:12]1[CH2:19][C@H:18]([O:20][CH2:21][C:22]2[CH:27]=[CH:26][C:25]([Br:28])=[CH:24][CH:23]=2)[CH2:17][C@@:13]1([CH3:29])[C:14]([OH:16])=[O:15])(OC(C)(C)C)=O.[CH3:30]O>>[CH3:30][O:16][C:14](=[O:15])[C@:13]1([CH3:29])[CH2:17][C@@H:18]([O:20][CH2:21][C:22]2[CH:27]=[CH:26][C:25]([Br:28])=[CH:24][CH:23]=2)[CH2:19][NH:12]1. Reported procedure: SOCl2 (0.27 mL) was carefully added dropwise to 2.7 mL of MeOH at −5° C. To this mixture was added (2S,4R)-N-Boc-4-(4-Bromobenzyloxy)-2-methyl-proline (0.25 g) in 2.7 mL of MeOH. The reaction mixture was allowed to warm to 20° C. and stirred overnight. The solvent was evaporated under reduced pressure and the residue dissolved in DCM. The organic layer was washed with water, dried over MgSO4, and evaporated in vacuo to afford the titled compound (85 mg). The reactants are CCOC(=O)COc1ccc(C(C)=O)cc1[N+](=O)[O-], COc1ccc2c(c1)NC(=O)CO2, CC(=O)O, [Fe]. Product: CC(=O)c1ccc2c(c1)NC(=O)CO2. As a reaction SMILES: [C:1]([CH3:2])(=[O:3])[c:4]1[cH:5][c:6]([N+:17]([O-:18])=[O:19])[c:7]([O:8][CH2:9][C:10](=[O:11])[O:12][CH2:13][CH3:14])[cH:15][cH:16]1.[CH3:20][O:21][c:22]1[cH:23][cH:24][c:25]2[c:31]([cH:32]1)[NH:30][C:28](=[O:29])[CH2:27][O:26]2.[CH3:33][C:34](=[O:35])[OH:36].[Fe:37]>>[C:1]([CH3:2])(=[O:3])[c:4]1[cH:5][c:6]2[c:7]([cH:15][cH:16]1)[O:8][CH2:9][C:10](=[O:11])[NH:17]2. Reactants: C1CNCCN1, CC(C)(C)[O-], Cc1ccccc1, CCOC(C)=O, Fc1ccc(Br)cc1F, [Na+], c1ccc(P(c2ccccc2)c2ccc3ccccc3c2-c2c(P(c3ccccc3)c3ccccc3)ccc3ccccc23)cc1. Reaction SMILES: [CH2:10]1[CH2:11][NH:12][CH2:13][CH2:14][NH:15]1.[CH3:16][C:17]([CH3:18])([O-:19])[CH3:20].[CH3:68][c:69]1[cH:70][cH:71][cH:72][cH:73][cH:74]1.[CH3:75][CH2:76][O:77][C:78](=[O:79])[CH3:80].[F:1][c:2]1[cH:3][c:4]([Br:9])[cH:5][cH:6][c:7]1[F:8].[Na+:21].[cH:22]1[cH:23][cH:24][c:25]([P:26]([c:27]2[cH:28][cH:29][c:30]3[c:31]([cH:32][cH:33][cH:34][cH:35]3)[c:36]2-[c:37]2[c:38]3[c:39]([cH:40][cH:41][cH:42][cH:43]3)[cH:44][cH:45][c:46]2[P:47]([c:48]2[cH:49][cH:50][cH:51][cH:52][cH:53]2)[c:54]2[cH:55][cH:56][cH:57][cH:58][cH:59]2)[c:60]2[cH:61][cH:62][cH:63][cH:64][cH:65]2)[cH:66][cH:67]1>>[F:1][c:2]1[cH:3][c:4]([N:12]2[CH2:11][CH2:10][NH:15][CH2:14][CH2:13]2)[cH:5][cH:6][c:7]1[F:8]. Yields the product Fc1ccc(N2CCNCC2)cc1F. The reactants are N#N (N2), NC1=NC=NN2C1=C(C(=C2C=2CCN(CC2)C(=O)OC(C)(C)C)COC)C2=CC(=C(C=C2)NC(NC2=C(C=CC(=C2)C(F)(F)F)F)=O)F (tert-butyl 4-{4-amino-5-[3-fluoro-4-({[2-fluoro-5-(trifluoromethyl)phenyl]carbamoyl}amino)phenyl]-6-(methoxymethyl)-pyrrolo-[2,1-f][1,2,4]triazin-7-yl}-3,6-dihydropyridine-1(2H)-carboxylate). The reagents and catalysts are [Pt]=O (platinum oxide). Solvent: C(C)(=O)O (acetic acid). Run at time 17 hour. Yields the product NC1=NC=NN2C1=C(C(=C2C2CCN(CC2)C(=O)OC(C)(C)C)COC)C2=CC(=C(C=C2)NC(NC2=C(C=CC(=C2)C(F)(F)F)F)=O)F (tert-butyl 4-{4-amino-5-[3-fluoro-4-({[2-fluoro-5-(trifluoromethyl)phenyl]carbamoyl}amino)phenyl]-6-(methoxymethyl)pyrrolo[2,1-f][1,2,4]triazin-7-yl}piperidine-1-carboxylate). Yield: 75.3%. Reaction SMILES: N#N.[NH2:3][C:4]1[C:9]2=[C:10]([C:29]3[CH:34]=[CH:33][C:32]([NH:35][C:36](=[O:49])[NH:37][C:38]4[CH:43]=[C:42]([C:44]([F:47])([F:46])[F:45])[CH:41]=[CH:40][C:39]=4[F:48])=[C:31]([F:50])[CH:30]=3)[C:11]([CH2:26][O:27][CH3:28])=[C:12]([C:13]3[CH2:14][CH2:15][N:16]([C:19]([O:21][C:22]([CH3:25])([CH3:24])[CH3:23])=[O:20])[CH2:17][CH:18]=3)[N:8]2[N:7]=[CH:6][N:5]=1>[Pt]=O.C(O)(=O)C>[NH2:3][C:4]1[C:9]2=[C:10]([C:29]3[CH:34]=[CH:33][C:32]([NH:35][C:36](=[O:49])[NH:37][C:38]4[CH:43]=[C:42]([C:44]([F:47])([F:45])[F:46])[CH:41]=[CH:40][C:39]=4[F:48])=[C:31]([F:50])[CH:30]=3)[C:11]([CH2:26][O:27][CH3:28])=[C:12]([CH:13]3[CH2:14][CH2:15][N:16]([C:19]([O:21][C:22]([CH3:23])([CH3:24])[CH3:25])=[O:20])[CH2:17][CH2:18]3)[N:8]2[N:7]=[CH:6][N:5]=1. Reported procedure: To a flask charged with N2 was added tert-butyl 4-{4-amino-5-[3-fluoro-4-({[2-fluoro-5-(trifluoromethyl)phenyl]carbamoyl}amino)phenyl]-6-(methoxymethyl)-pyrrolo-[2,1-f][1,2,4]triazin-7-yl}-3,6-dihydropyridine-1(2H)-carboxylate (424 mg, 0.629 mmol, 1.0 eq) followed by glacial acetic acid (40 mL). To this solution was added platinum oxide (42 mg, 10% w/w). The reaction solution was evacuated via vacuum and replaced with nitrogen (5×). The reaction mixture was then evacuated again via vacuum and pl... The reactants are [N+](=O)([O-])C1=CC=C(COC(=O)N2CCC(CC2)O)C=C1 (1-(p-nitrobenzyloxycarbonyl)-4-hydroxypiperidine), C1(=CC=C(C=C1)S(=O)(=O)Cl)C (p-toluenesulfonyl chloride). Solvent: O (water), N1=CC=CC=C1 (pyridine). Run at temperature 25 celsius, time 23 hour. The product is [N+](=O)([O-])C1=CC=C(COC(=O)N2CCC(CC2)OS(=O)(=O)C2=CC=C(C=C2)C)C=C1 (1-(p-nitrobenzyloxycarbonyl)-4-(p-toluenesulfonyloxy)piperidine). RXN SMILES: [N+:1]([C:4]1[CH:20]=[CH:19][C:7]([CH2:8][O:9][C:10]([N:12]2[CH2:17][CH2:16][CH:15]([OH:18])[CH2:14][CH2:13]2)=[O:11])=[CH:6][CH:5]=1)([O-:3])=[O:2].[C:21]1([CH3:31])[CH:26]=[CH:25][C:24]([S:27](Cl)(=[O:29])=[O:28])=[CH:23][CH:22]=1>N1C=CC=CC=1.O>[N+:1]([C:4]1[CH:5]=[CH:6][C:7]([CH2:8][O:9][C:10]([N:12]2[CH2:13][CH2:14][CH:15]([O:18][S:27]([C:24]3[CH:25]=[CH:26][C:21]([CH3:31])=[CH:22][CH:23]=3)(=[O:29])=[O:28])[CH2:16][CH2:17]2)=[O:11])=[CH:19][CH:20]=1)([O-:3])=[O:2]. Procedure: To a solution of 1-(p-nitrobenzyloxycarbonyl)-4-hydroxypiperidine (10.54 g) in dry pyridine (105 ml) was added p-toluenesulfonyl chloride (14.35 g) at 0° C., followed by stirring at 25° C. for 23 hours. The reaction mixture was diluted with water and extracted with diethyl ether-dichloromethane (9:1). The extract was washed successively with saturated aqueous sodium chloride, 1N hydrochloric acid, saturated aqueous sodium chloride and saturated aqueous sodium bicarbonate, dried over anhydrous so... The product is BrC1=CC(N(C=C1)C(C(=O)O)CC1CC1)=O (2-(4-Bromo-2-oxopyridin-1(2H)-yl)-3-cyclopropylpropanoic acid). Reactants: BrC1=CC(N(C=C1)C(C(=O)OCC)CC1CC1)=O (ethyl 2-(4-bromo-2-oxopyridin-1(2H)-yl)-3-cyclopropylpropanoate), [OH-].[Li+] (lithium hydroxide). Procedure details: 350 mg (1.1 mmol) of ethyl 2-(4-bromo-2-oxopyridin-1(2H)-yl)-3-cyclopropylpropanoate (racemate) were hydrolysed with lithium hydroxide according to General Method 6B. Yield: 290 mg (purity 94%, 86% of theory) Reaction SMILES: [Br:1][C:2]1[CH:7]=[CH:6][N:5]([CH:8]([CH2:14][CH:15]2[CH2:17][CH2:16]2)[C:9]([O:11]CC)=[O:10])[C:4](=[O:18])[CH:3]=1.[OH-].[Li+]>>[Br:1][C:2]1[CH:7]=[CH:6][N:5]([CH:8]([CH2:14][CH:15]2[CH2:17][CH2:16]2)[C:9]([OH:11])=[O:10])[C:4](=[O:18])[CH:3]=1 |f:1.2|.